From a dataset of the Open Reaction Database (ORD), a public repository of structured organic reaction records. describe an organic reaction: reactants, conditions, products, and yield Starting materials: CCc1cnc(CC)c(NC2c3ccccc3CC2O)n1, CCC1Cc2ccccc2C1N. The product is CCc1cnc(CC)c(NC2c3ccccc3CC2CC)n1. As a reaction SMILES: [CH2:1]([CH3:2])[c:3]1[c:4]([NH:11][CH:12]2[CH:13]([OH:21])[CH2:14][c:15]3[cH:16][cH:17][cH:18][cH:19][c:20]32)[n:5][c:6]([CH2:9][CH3:10])[cH:7][n:8]1.[CH2:22]([CH3:23])[CH:24]1[CH2:25][c:26]2[c:27]([cH:28][cH:29][cH:30][cH:31]2)[CH:32]1[NH2:33]>>[CH2:1]([CH3:2])[c:3]1[c:4]([NH:11][CH:12]2[CH:13]([CH2:22][CH3:23])[CH2:14][c:15]3[cH:16][cH:17][cH:18][cH:19][c:20]32)[n:5][c:6]([CH2:9][CH3:10])[cH:7][n:8]1. The reactants are O[C@@H](CNCC1CCN(CC1)S(=O)(=O)C1=CC=C(C=C1)N1N=CC(=C1)C(=O)OCC)C1=CC(=C(C=C1)O)NS(=O)(=O)C (ethyl 1-{4-[(4-{[((2R)-2-hydroxy-2-{4-hydroxy-3-[(methylsulfonyl)-amino]phenyl}ethyl)amino]methyl}piperidin-1-yl)sulfonyl]-phenyl}-1H-pyrazole-4-carboxylate), [OH-].[Na+] (NaOH), Cl (HCl). Run in CO (methanol). Yields the product O[C@@H](CNCC1CCN(CC1)S(=O)(=O)C1=CC=C(C=C1)N1N=CC(=C1)C(=O)O)C1=CC(=C(C=C1)O)NS(=O)(=O)C (1-{4-[(4-{[((2R)-2-Hydroxy-2-{4-hydroxy-3-[(methylsulfonyl)amino]-phenyl}ethyl)amino]methyl}piperidin-1-yl)sulfonyl]phenyl}-1H-pyrazole-4-carboxylic Acid). Isolated yield 88.9%. Reaction SMILES: [OH:1][C@H:2]([C:31]1[CH:36]=[CH:35][C:34]([OH:37])=[C:33]([NH:38][S:39]([CH3:42])(=[O:41])=[O:40])[CH:32]=1)[CH2:3][NH:4][CH2:5][CH:6]1[CH2:11][CH2:10][N:9]([S:12]([C:15]2[CH:20]=[CH:19][C:18]([N:21]3[CH:25]=[C:24]([C:26]([O:28]CC)=[O:27])[CH:23]=[N:22]3)=[CH:17][CH:16]=2)(=[O:14])=[O:13])[CH2:8][CH2:7]1.[OH-].[Na+].Cl>CO>[OH:1][C@H:2]([C:31]1[CH:36]=[CH:35][C:34]([OH:37])=[C:33]([NH:38][S:39]([CH3:42])(=[O:41])=[O:40])[CH:32]=1)[CH2:3][NH:4][CH2:5][CH:6]1[CH2:7][CH2:8][N:9]([S:12]([C:15]2[CH:20]=[CH:19][C:18]([N:21]3[CH:25]=[C:24]([C:26]([OH:28])=[O:27])[CH:23]=[N:22]3)=[CH:17][CH:16]=2)(=[O:13])=[O:14])[CH2:10][CH2:11]1 |f:1.2|. Procedure: A solution of ethyl 1-{4-[(4-{[((2R)-2-hydroxy-2-{4-hydroxy-3-[(methylsulfonyl)-amino]phenyl}ethyl)amino]methyl}piperidin-1-yl)sulfonyl]-phenyl}-1H-pyrazole-4-carboxylate (0.118 g, 0.18 mmol) and 0.8 mL of 1N NaOH in 10 mL methanol was heated at reflux overnight. On cooling the reaction was neutralized with 0.8 mL of 1N HCl. The reaction mixture was concentrated in vacuo and triturated with H2O. The solids were filtered and dried (high vacuum) to give 0.095 g of the title compound as an off whit... Reactants: [Br-], CCOC(=O)C(Cc1ccc(OCCBr)cc1)OCC, CCc1nc(-c2ccccc2)cc(=O)[nH]1, [H-], [Li+], [Na+], CN(C)C=O, O. Product: CCOC(=O)C(Cc1ccc(OCCn2c(CC)nc(-c3ccccc3)cc2=O)cc1)OCC. As a reaction SMILES: [Br-:18].[CH2:20]([CH3:21])[O:22][CH:23]([C:24](=[O:25])[O:26][CH2:27][CH3:28])[CH2:29][c:30]1[cH:31][cH:32][c:33]([O:36][CH2:37][CH2:38][Br:39])[cH:34][cH:35]1.[CH2:3]([CH3:4])[c:5]1[nH:6][c:7](=[O:17])[cH:8][c:9](-[c:11]2[cH:12][cH:13][cH:14][cH:15][cH:16]2)[n:10]1.[H-:2].[Li+:19].[Na+:1].[O:40]=[CH:41][N:42]([CH3:43])[CH3:44].[OH2:45]>>[CH2:3]([CH3:4])[c:5]1[n:6]([CH2:38][CH2:37][O:36][c:33]2[cH:32][cH:31][c:30]([CH2:29][CH:23]([O:22][CH2:20][CH3:21])[C:24](=[O:25])[O:26][CH2:27][CH3:28])[cH:35][cH:34]2)[c:7](=[O:17])[cH:8][c:9](-[c:11]2[cH:12][cH:13][cH:14][cH:15][cH:16]2)[n:10]1.